describe an organic reaction: reactants, conditions, products, and yield From a dataset of the Open Reaction Database (ORD), a public repository of structured organic reaction records. The reactants are Cl (hydrochloric acid), [N-]=[N+]=[N-].[Na+] (sodium azide), [Cl-].[NH4+] (ammonium chloride), CC1(C=2C=CC(=CC2C(CC1)(C)C)C#CC1=CC=C(C#N)C=C1)C (4-[(5,6,7,8-tetrahydro-5,5,8,8-tetramethylnaphth-2-yl)-ethynyl]-benzonitrile). Solvent: CN(C=O)C (dimethylformamide), O (water). The product is CC1(C=2C=CC(=CC2C(CC1)(C)C)C#CC1=CC=C(C=C1)C1=NN=NN1)C (2-(5,6,7,8-Tetrahydro-5,5,8,8-tetramethylnaphth-2-yl)-1-[4-(1H-tetrazol-5-yl)-phenyl]-acetylene). Yield: 84.2%. RXN SMILES: [N-:1]=[N+:2]=[N-:3].[Na+].[Cl-].[NH4+].[CH3:7][C:8]1([CH3:30])[CH2:17][CH2:16][C:15]([CH3:19])([CH3:18])[C:14]2[CH:13]=[C:12]([C:20]#[C:21][C:22]3[CH:29]=[CH:28][C:25]([C:26]#[N:27])=[CH:24][CH:23]=3)[CH:11]=[CH:10][C:9]1=2.Cl>CN(C)C=O.O>[CH3:7][C:8]1([CH3:30])[CH2:17][CH2:16][C:15]([CH3:18])([CH3:19])[C:14]2[CH:13]=[C:12]([C:20]#[C:21][C:22]3[CH:29]=[CH:28][C:25]([C:26]4[NH:27][N:3]=[N:2][N:1]=4)=[CH:24][CH:23]=3)[CH:11]=[CH:10][C:9]1=2 |f:0.1,2.3|. Reported procedure: 2.15 g (0.033 mole) of sodium azide, 1.77 g (0.033 mole) of ammonium chloride and 9.2 g (0.03 mole) of 4-[(5,6,7,8-tetrahydro-5,5,8,8-tetramethylnaphth-2-yl)-ethynyl]-benzonitrile in 30 ml of absolute dimethylformamide were stirred for 12 hours at 120° C. The cooled reaction mixture was then poured onto 0.5 liter of water and acidified with a little hydrochloric acid. The crystals which had separated out were filtered off under suction, washed on the filter several times with water and then with...